This data is from the Open Reaction Database (ORD), a public repository of structured organic reaction records. The task is: describe an organic reaction: reactants, conditions, products, and yield Reactants: C(C)OC(=O)C1(CC1)C1=CC=C(C=C1)C1=CC=C(C=C1)C1=C(C(=NO1)C)N (1-[4′-(4-amino-3-methyl-isoxazol-5-yl)-biphenyl-4-yl]-cyclopropanecarboxylic acid ethyl ester), BrC=1C=C(C=CC1)C=1C(=NC=CC1)OC (3-(3-bromo-phenyl)-2-methoxy-pyridine). Product: C(C)OC(=O)C1(CC1)C1=CC=C(C=C1)C1=CC=C(C=C1)C1=C(C(=NO1)C)NC1=CC(=CC=C1)C=1C(=NC=CC1)OC (1-(4′-{4-[3-(2-Methoxy-pyridin-3-yl)-phenylamino]-3-methyl-isoxazol-5-yl}-biphenyl-4-yl)-cyclopropanecarboxylic acid ethyl ester). As a reaction SMILES: [CH2:1]([O:3][C:4]([C:6]1([C:9]2[CH:14]=[CH:13][C:12]([C:15]3[CH:20]=[CH:19][C:18]([C:21]4[O:25][N:24]=[C:23]([CH3:26])[C:22]=4[NH2:27])=[CH:17][CH:16]=3)=[CH:11][CH:10]=2)[CH2:8][CH2:7]1)=[O:5])[CH3:2].Br[C:29]1[CH:30]=[C:31]([C:35]2[C:36]([O:41][CH3:42])=[N:37][CH:38]=[CH:39][CH:40]=2)[CH:32]=[CH:33][CH:34]=1>>[CH2:1]([O:3][C:4]([C:6]1([C:9]2[CH:10]=[CH:11][C:12]([C:15]3[CH:20]=[CH:19][C:18]([C:21]4[O:25][N:24]=[C:23]([CH3:26])[C:22]=4[NH:27][C:33]4[CH:34]=[CH:29][CH:30]=[C:31]([C:35]5[C:36]([O:41][CH3:42])=[N:37][CH:38]=[CH:39][CH:40]=5)[CH:32]=4)=[CH:17][CH:16]=3)=[CH:13][CH:14]=2)[CH2:8][CH2:7]1)=[O:5])[CH3:2]. Procedure details: Prepared according to the procedure described in Example 68, Step 2, using 1-[4′-(4-amino-3-methyl-isoxazol-5-yl)-biphenyl-4-yl]-cyclopropanecarboxylic acid ethyl ester and 3-(3-bromo-phenyl)-2-methoxy-pyridine. Starting materials: FC(COC1=CC=C(C=C1)N1C(NC=C1)=O)(C(F)F)F (1-[4-(2,2,3,3-tetrafluoropropoxy)phenyl]-2-(1H,3H)-imidazolone), [H][H] (hydrogen). The reagents and catalysts are [C].[Pd] (palladium-carbon). Solvent: C(C)(=O)O (acetic acid). Product: FC(COC1=CC=C(C=C1)N1C(NCC1)=O)(C(F)F)F (1-[4-(2,2,3,3-tetrafluoropropoxy)phenyl]-2-imidazolidinone). Yield: 92.4%. RXN SMILES: [F:1][C:2]([F:20])([CH:17]([F:19])[F:18])[CH2:3][O:4][C:5]1[CH:10]=[CH:9][C:8]([N:11]2[CH:15]=[CH:14][NH:13][C:12]2=[O:16])=[CH:7][CH:6]=1.[H][H]>[C].[Pd].C(O)(=O)C>[F:20][C:2]([F:1])([CH:17]([F:19])[F:18])[CH2:3][O:4][C:5]1[CH:10]=[CH:9][C:8]([N:11]2[CH2:15][CH2:14][NH:13][C:12]2=[O:16])=[CH:7][CH:6]=1 |f:2.3|. Reported procedure: To a solution of 10 ml of acetic acid and 2.0 g of 1-[4-(2,2,3,3-tetrafluoropropoxy)phenyl]-2-(1H,3H)-imidazolone was added 0.5 g of 10% palladium-carbon. The mixture was stirred in a hydrogen atmosphere for 7.5 hours. The catalyst was separated by filtration, washed with acetic acid and the filtrate and the washing were collected, followed by distilling off the solvent under reduced pressure. To the residue were added 40 ml of water and 40 ml of ethyl acetate to fractionate, and the ethyl aceta...